This data is from the Open Reaction Database (ORD), a public repository of structured organic reaction records. The task is: describe an organic reaction: reactants, conditions, products, and yield Reactants: C(C1=CC=CC=C1)OC(C(N(S(=O)(=O)C1=CC=C(C=C1)OC)CCCO)C1CCCCC1)=O (Cyclohexyl[(3-hydroxypropyl)(4-methoxybenzenesulfonyl)amino]acetic acid benzyl ester), I(=O)(=O)(=O)[O-].[Na+] (sodium periodate). Reagents/catalysts: O.[Ru](Cl)(Cl)Cl (ruthenium trichloride monohydrate). Solvent: C(C)#N (acetonitrile), C(Cl)(Cl)(Cl)Cl (carbon tetrachloride), O (water). Run at time 4 hour. Product: C(C1=CC=CC=C1)OC(=O)C(C1CCCCC1)N(CCC(=O)O)S(=O)(=O)C1=CC=C(C=C1)OC (3-[(benzyloxycarbonylcyclohexylmethyl)-(4-methoxybenzenesulfonyl) amino]propionic acid). As a reaction SMILES: [CH2:1]([O:8][C:9](=[O:33])[CH:10]([CH:27]1[CH2:32][CH2:31][CH2:30][CH2:29][CH2:28]1)[N:11]([CH2:23][CH2:24][CH2:25][OH:26])[S:12]([C:15]1[CH:20]=[CH:19][C:18]([O:21][CH3:22])=[CH:17][CH:16]=1)(=[O:14])=[O:13])[C:2]1[CH:7]=[CH:6][CH:5]=[CH:4][CH:3]=1.I([O-])(=O)(=O)=[O:35].[Na+]>C(#N)C.C(Cl)(Cl)(Cl)Cl.O.O.[Ru](Cl)(Cl)Cl>[CH2:1]([O:8][C:9]([CH:10]([N:11]([S:12]([C:15]1[CH:16]=[CH:17][C:18]([O:21][CH3:22])=[CH:19][CH:20]=1)(=[O:14])=[O:13])[CH2:23][CH2:24][C:25]([OH:35])=[O:26])[CH:27]1[CH2:28][CH2:29][CH2:30][CH2:31][CH2:32]1)=[O:33])[C:2]1[CH:3]=[CH:4][CH:5]=[CH:6][CH:7]=1 |f:1.2,6.7|. Reported procedure: Cyclohexyl[(3-hydroxypropyl)(4-methoxybenzenesulfonyl)amino]acetic acid benzyl ester (45.8 grams, 96 mmol) and sodium periodate (92.6 grams, 433 mmol) were dissolved in a mixture of acetonitrile (345 mL), carbon tetrachloride (345 mL) and water 460 mL). While cooling in an ice bath, ruthenium trichloride monohydrate (4.4 grams, 21 mmol) was then added. The resulting mixture was mechanically stirred with ice bath cooling for 30 minutes. The bath was removed and stirring was continued at room temp... The reactants are Cl (HCl), Zinn(II)chloride dihydrate, C(=O)(O)[O-].[Na+] (NaHCO3), BrC=1C=C(C(=NC1)NCCN1CCCC1)[N+](=O)[O-] ((5-bromo-3-nitro-pyridin-2-yl)-(2-pyrrolidin-1-yl-ethyl)-amine). Solvent: CCOC(=O)C (EtOAc), O (water). The product is BrC=1C=C(C(=NC1)NCCN1CCCC1)N (5-bromo-N2-(2-pyrrolidin-1-yl-ethyl)-pyridine-2,3-diamine). As a reaction SMILES: C([O-])(O)=O.[Na+].[Br:6][C:7]1[CH:8]=[C:9]([N+:21]([O-])=O)[C:10]([NH:13][CH2:14][CH2:15][N:16]2[CH2:20][CH2:19][CH2:18][CH2:17]2)=[N:11][CH:12]=1.Cl>CCOC(C)=O.O>[Br:6][C:7]1[CH:8]=[C:9]([NH2:21])[C:10]([NH:13][CH2:14][CH2:15][N:16]2[CH2:20][CH2:19][CH2:18][CH2:17]2)=[N:11][CH:12]=1 |f:0.1|. Procedure details: 2.44 g (10.8 mmol) Zinn(II)chloride dihydrate and 2.20 g (26.2 mmol) NaHCO3 are added to a solution of 680 mg (2.16 mmol) (5-bromo-3-nitro-pyridin-2-yl)-(2-pyrrolidin-1-yl-ethyl)-amine in 40 mL EtOAc at RT. The reaction is refluxed for 1.5 h and then diluted with 20 mL water. The aqueous phase is acidified with 1 M HCl and separated off from the organic phase. The aqueous phase is made alkaline with saturated K2CO3 solution and extracted twice with 40 mL EtOAc. The organic phase is dried over Na... The product is CCOC(=O)CCNC(=O)N1CCc2c(-c3cnc(N(Cc4ccc(OC)cc4)Cc4ccc(OC)cc4)nc3)nc(N3CCOCC3)nc21. As a reaction SMILES: [CH2:41]([CH3:42])[O:43][C:44]([CH2:45][CH2:46][N:47]=[C:48]=[O:49])=[O:50].[CH3:1][O:2][c:3]1[cH:4][cH:5][c:6]([CH2:7][N:8]([c:9]2[n:10][cH:11][c:12](-[c:15]3[c:16]4[c:17]([n:18][c:19]([N:21]5[CH2:22][CH2:23][O:24][CH2:25][CH2:26]5)[n:20]3)[NH:27][CH2:28][CH2:29]4)[cH:13][n:14]2)[CH2:30][c:31]2[cH:32][cH:33][c:34]([O:37][CH3:38])[cH:35][cH:36]2)[cH:39][cH:40]1>>[CH3:1][O:2][c:3]1[cH:4][cH:5][c:6]([CH2:7][N:8]([c:9]2[n:10][cH:11][c:12](-[c:15]3[c:16]4[c:17]([n:18][c:19]([N:21]5[CH2:22][CH2:23][O:24][CH2:25][CH2:26]5)[n:20]3)[N:27]([C:48]([NH:47][CH2:46][CH2:45][C:44]([O:43][CH2:41][CH3:42])=[O:50])=[O:49])[CH2:28][CH2:29]4)[cH:13][n:14]2)[CH2:30][c:31]2[cH:32][cH:33][c:34]([O:37][CH3:38])[cH:35][cH:36]2)[cH:39][cH:40]1. Starting materials: CCOC(=O)CCN=C=O, COc1ccc(CN(Cc2ccc(OC)cc2)c2ncc(-c3nc(N4CCOCC4)nc4c3CCN4)cn2)cc1.